This data is from the Open Reaction Database (ORD), a public repository of structured organic reaction records. The task is: describe an organic reaction: reactants, conditions, products, and yield Run at time 1 hour. Run in C(Cl)Cl (DCM). The yield is 116.3%. RXN SMILES: [C:1]([O:5][C:6]([N:8]1[CH2:13][CH2:12][C@@H:11]([CH2:14][OH:15])[C@H:10]([O:16][CH2:17][O:18][CH3:19])[CH2:9]1)=[O:7])([CH3:4])([CH3:3])[CH3:2].CC(OI1(OC(C)=O)(OC(C)=O)OC(=O)C2C1=CC=CC=2)=O>C(Cl)Cl>[C:1]([O:5][C:6]([N:8]1[CH2:13][CH2:12][C@@H:11]([CH:14]=[O:15])[C@H:10]([O:16][CH2:17][O:18][CH3:19])[CH2:9]1)=[O:7])([CH3:4])([CH3:3])[CH3:2]. Yields the product C(C)(C)(C)OC(=O)N1C[C@H]([C@@H](CC1)C=O)OCOC ((±)-trans-4-formyl-3-methoxymethoxy-piperidine-1-carboxylic acid tert-butyl ester). Reported procedure: To a stirred solution of (±)-trans-4-hydroxymethyl-3-methoxymethoxy-piperidine-1-carboxylic acid tert-butyl ester (Example 36, 2.17 mmol, 0.75 g) in anhydrous DCM (5 mL) at room temperature was added 1,1,1-tris(acetyloxy)-1,1-dihydro-1,2-benziodoxol-3-(1H)-one (4.35 mmol, 1.85 g). The reaction was stirred for 1 hour. The reaction mixture was pre-absorbed on 6.5 g SiO2 and purified on 40 g SiO2 cartridge using a 20-40% ethyl acetate/hexanes gradient to give (±)-trans-4-formyl-3-methoxymethoxy-pip... Starting materials: C(C)(C)(C)OC(=O)N1C[C@H]([C@@H](CC1)CO)OCOC ((±)-trans-4-hydroxymethyl-3-methoxymethoxy-piperidine-1-carboxylic acid tert-butyl ester), CC(=O)OI1(C2=CC=CC=C2C(=O)O1)(OC(=O)C)OC(=O)C (1,1,1-tris(acetyloxy)-1,1-dihydro-1,2-benziodoxol-3-(1H)-one). The reactants are C1(=CC=CC=C1)P(=O)(C1=CC=CC=C1)OC=1[C@@H]([C@@H]2N(C1C(=O)OCC1=CC=C(C=C1)[N+](=O)[O-])C([C@@H]2[C@@H](C)O)=O)C (p-nitrobenzyl (1R,5S,6S)-2-diphenylphosphoryloxy-6-[(R)-1-hydroxyethyl]-1-methylcarbapen-2-em-3-carboxylate), C(C)(C)N(CC)C(C)C (diisopropylethylamine), C(C)(=O)S[C@@H]1CN(CC1)C=1SC=C(N1)C(N)=O ((3S)-3-acetylthio-1-(4-carbamoyl-1,3-thiazol-2-yl)pyrrolidine), C(C)(=O)O.NN (hydrazine acetate), C(O)([O-])=O.[Na+] (sodium hydrogencarbonate). The solvent is C(C)#N (acetonitrile), CN(C=O)C (dimethylformamide), C(C)(=O)OCC (ethyl acetate). Run at time 1 hour. The product is C(N)(=O)C=1N=C(SC1)N1C[C@H](CC1)SC=1[C@@H]([C@H]2N(C1C(=O)OCC1=CC=C(C=C1)[N+](=O)[O-])C([C@@H]2[C@@H](C)O)=O)C (p-nitrobenzyl (1R,5S,6S)-2-[(3S)-1-(4-carbamoyl-1,3-thiazol-2-yl)pyrrolidin-3-yl]thio-6-[(R)-1-hydroxyethyl]-1-methylcarbapen-2-em-3-carboxylate). Isolated yield 99.6%. RXN SMILES: C([S:4][C@H:5]1[CH2:9][CH2:8][N:7]([C:10]2[S:11][CH:12]=[C:13]([C:15](=[O:17])[NH2:16])[N:14]=2)[CH2:6]1)(=O)C.C(O)(=O)C.NN.C1(P(O[C:39]2[C@H:40]([CH3:63])[C@H:41]3[C@@H:58]([C@H:59]([OH:61])[CH3:60])[C:57](=[O:62])[N:42]3[C:43]=2[C:44]([O:46][CH2:47][C:48]2[CH:53]=[CH:52][C:51]([N+:54]([O-:56])=[O:55])=[CH:50][CH:49]=2)=[O:45])(C2C=CC=CC=2)=O)C=CC=CC=1.C(N(C(C)C)CC)(C)C.C(=O)([O-])O.[Na+]>CN(C)C=O.C(#N)C.C(OCC)(=O)C>[C:15]([C:13]1[N:14]=[C:10]([N:7]2[CH2:8][CH2:9][C@H:5]([S:4][C:39]3[C@H:40]([CH3:63])[C@@H:41]4[C@@H:58]([C@H:59]([OH:61])[CH3:60])[C:57](=[O:62])[N:42]4[C:43]=3[C:44]([O:46][CH2:47][C:48]3[CH:49]=[CH:50][C:51]([N+:54]([O-:56])=[O:55])=[CH:52][CH:53]=3)=[O:45])[CH2:6]2)[S:11][CH:12]=1)(=[O:17])[NH2:16] |f:1.2,5.6|. Procedure: To a solution of (3S)-3-acetylthio-1-(4-carbamoyl-1,3-thiazol-2-yl)pyrrolidine (210 mg, 0.721 mmol) (obtained as described in Reference Example 18) in dimethylformamide (10 ml) was added hydrazine acetate (80 mg, 0.865 mmol) at room temperature under an atmosphere of nitrogen and the mixture was stirred for 1 hour. After checking the completion of the reaction, a solution of p-nitrobenzyl (1R,5S,6S)-2-diphenylphosphoryloxy-6-[(R)-1-hydroxyethyl]-1-methylcarbapen-2-em-3-carboxylate (429 mg, 0.721... Yield: 84.6%. Product: NC1=C(C(=C(C=C1C)O)C)C (4-Amino-2,3,5-trimethylphenol). Starting materials: [OH-].[Na+] (NaOH), CC1=C(C=C(C=C1C)C)O (2,3,5-trimethylphenol), C(=O)([O-])[O-].[Na+].[Na+] (Na2CO3), [O-]S(=O)S(=O)[O-].[Na+].[Na+] (Na2S2O4), N(=O)[O-].[Na+] (NaNO2), ice, [O-]S(=O)S(=O)[O-].[Na+].[Na+] (Na2S2O4), Cl (hydrochloric acid), ice, S(=O)(C1=CC=C(C=C1)N)(=O)O (sulfanilic acid). Run in O (water), O (water), O (water). Reaction conditions: temperature 50 celsius. Procedure: Solid Na2CO3 (13.7 g, 129 mmol) was added slowly with stirring at room temperature to a solution of sulfanilic acid (49.4 g, 258 mmol) in water (250 ml). After the reaction mixture became a homogeneous solution (when the mixture could not be dissolved at the temperature, it could be heated a little), the mixture was cooled with ice and a solution of NaNO2 (19.4 g, 280 mmol) in water (50 ml) was added at an inner temperature of below 10° C. Then, this solution was placed in a dropping funnel. The... Reaction SMILES: C([O-])([O-])=O.[Na+].[Na+].S(O)(=O)(C1C=CC([NH2:15])=CC=1)=O.N([O-])=O.[Na+].Cl.[OH-].[Na+].[CH3:25][C:26]1[C:31]([CH3:32])=[CH:30][C:29]([CH3:33])=[CH:28][C:27]=1[OH:34].[O-]S(S([O-])=O)=O.[Na+].[Na+]>O>[NH2:15][C:30]1[C:29]([CH3:33])=[CH:28][C:27]([OH:34])=[C:26]([CH3:25])[C:31]=1[CH3:32] |f:0.1.2,4.5,7.8,10.11.12|. Starting materials: CC(C)(C)OC(=O)N1CC2CC1CN2C(=O)N1CCC(c2[nH]nc3c2C(=O)c2c(NC(=O)NN4CCOCC4)cccc2-3)CC1, O=C(O)C(F)(F)F. Product: O=C(Nc1cccc2c1C(=O)c1c-2n[nH]c1C1CCN(C(=O)N2CC3CC2CN3)CC1)NN1CCOCC1. As a reaction SMILES: [C:1]([O:2][C:3](=[O:4])[N:8]1[CH:9]2[CH2:10][N:11]([C:15](=[O:16])[N:17]3[CH2:18][CH2:19][CH:20]([c:23]4[c:24]5[c:25]([n:26][nH:27]4)-[c:28]4[cH:29][cH:30][cH:31][c:32]([NH:36][C:37]([NH:38][N:39]6[CH2:40][CH2:41][O:42][CH2:43][CH2:44]6)=[O:45])[c:33]4[C:34]5=[O:35])[CH2:21][CH2:22]3)[CH:12]([CH2:13]1)[CH2:14]2)([CH3:5])([CH3:6])[CH3:7].[F:46][C:47]([F:48])([F:49])[C:50]([OH:51])=[O:52]>>[NH:8]1[CH:9]2[CH2:10][N:11]([C:15](=[O:16])[N:17]3[CH2:18][CH2:19][CH:20]([c:23]4[c:24]5[c:25]([n:26][nH:27]4)-[c:28]4[cH:29][cH:30][cH:31][c:32]([NH:36][C:37]([NH:38][N:39]6[CH2:40][CH2:41][O:42][CH2:43][CH2:44]6)=[O:45])[c:33]4[C:34]5=[O:35])[CH2:21][CH2:22]3)[CH:12]([CH2:13]1)[CH2:14]2. Starting materials: oil, C1CCOC1 (THF), CCCC[N+](CCCC)(CCCC)CCCC.[F-].C1CCOC1 (TBAF THF). Run at time 30 minute. Yields the product C(#C)C=1C=C(OC1)COC (4-ethynyl-2-(methoxymethyl)furan). Reaction SMILES: CCCC[N+](CC[CH2:16][CH3:17])(CCCC)CCCC.[F-].[CH2:19]1[CH2:23][O:22][CH2:21][CH2:20]1.C1[CH2:28][O:27][CH2:26]C1>>[C:16]([C:19]1[CH:20]=[C:21]([CH2:26][O:27][CH3:28])[O:22][CH:23]=1)#[CH:17] |f:0.1.2|. Reported procedure: A mixture of partially purified 4-bromo-2-(methoxymethyl)furan (1.9 g) as obtained in Example 18-(2), AcOBu (16 mL), CuI (0.33 g), PdCl2(PPh3)2 (0.60 g), triisopropylsilylacetylene (9.6 mL) and TEA (12 mL) was stirred in a nitrogen atmosphere for 7.5 hours at 110° C. After the reaction mixture was allowed to cool, ethyl acetate (0.10 L), OH type silica gel (1.9 g), cellpure (0.95 g) and activated carbon (10 mg) were added. The insolubles were filtered out, and the filtrate was concentrated under...